Dataset: the Open Reaction Database (ORD), a public repository of structured organic reaction records. Task: describe an organic reaction: reactants, conditions, products, and yield Reactants: C(=O)(Cl)Cl (phosgene), [N+](=O)([O-])C1=C(C=CC=C1)C(C)S(=O)(=O)N (1-(2-nitrophenyl)ethanesulfonamide), C(CCC)N=C=O (n-butyl isocyanate), N12CCN(CC1)CC2 (1,4-diazabicyclo[2.2.2]octane). Solvent: xylenes. Yields the product [N+](=O)([O-])C1=C(C=CC=C1)C(C)S(=O)(=O)N=C=O (1-(2-nitrophenyl)ethanesulfonyl isocyanate). As a reaction SMILES: [N+:1]([C:4]1[CH:9]=[CH:8][CH:7]=[CH:6][C:5]=1[CH:10]([S:12]([NH2:15])(=[O:14])=[O:13])[CH3:11])([O-:3])=[O:2].C(N=[C:21]=[O:22])CCC.N12CCN(CC1)CC2.C(Cl)(Cl)=O>>[N+:1]([C:4]1[CH:9]=[CH:8][CH:7]=[CH:6][C:5]=1[CH:10]([S:12]([N:15]=[C:21]=[O:22])(=[O:13])=[O:14])[CH3:11])([O-:3])=[O:2]. Procedure details: A mixture of 16 g of the product from Example 14, 8.0 ml of n-butyl isocyanate, and 0.2 g of 1,4-diazabicyclo[2.2.2]octane (DABCO) in 125 ml dry xylenes was heated to 130°-135° C. for 11/2 hours. To this solution was added 6 ml of phosgene at a rate which maintained the temperature above 130° C. After completion of the addition (ca. one hour), the solution was cooled and filtered under nitrogen. The filtrate was concentrated in vacuo to give the crude 1-(2-nitrophenyl)ethanesulfonyl isocyanate a... Starting materials: CCO, O=C1NC(Cc2cccc(SC(F)(F)F)c2)C(c2ccc(F)cc2)O1, [Na+], [OH-], O. Product: NC(Cc1cccc(SC(F)(F)F)c1)C(O)c1ccc(F)cc1. Reaction SMILES: [CH3:29][CH2:30][OH:31].[F:1][c:2]1[cH:3][cH:4][c:5]([CH:8]2[CH:9]([CH2:14][c:15]3[cH:16][c:17]([S:21][C:22]([F:23])([F:24])[F:25])[cH:18][cH:19][cH:20]3)[NH:10][C:11](=[O:13])[O:12]2)[cH:6][cH:7]1.[Na+:27].[OH-:26].[OH2:28]>>[F:1][c:2]1[cH:3][cH:4][c:5]([CH:8]([CH:9]([NH2:10])[CH2:14][c:15]2[cH:16][c:17]([S:21][C:22]([F:23])([F:24])[F:25])[cH:18][cH:19][cH:20]2)[OH:12])[cH:6][cH:7]1. The reactants are O1C(=CC=C1)S(=O)(=O)Cl (2-furansulfonyl chloride), [NH4+].[OH-] (NH4OH). Reaction conditions: time 8 hour. Yields the product O1C(=CC=C1)S(=O)(=O)N (2-Furansulfonamide). Reaction SMILES: [O:1]1[CH:5]=[CH:4][CH:3]=[C:2]1[S:6](Cl)(=[O:8])=[O:7].[NH4+:10].[OH-]>>[O:1]1[CH:5]=[CH:4][CH:3]=[C:2]1[S:6]([NH2:10])(=[O:8])=[O:7] |f:1.2|. Procedure details: Twenty-three g of 2-furansulfonyl chloride (138 mm) was added dropwise into 200 ml of conc. NH4OH at 0°-5°. After stirring overnight at room temperature, the water was removed under vacuum and the precipitate washed with ice water and dried. Yield: 14 g of 2-furansulfonamide, m.p. 120°-122° (literature m.p. 120°-122°: JOC 18, 894 (1953)). IR (Nujol) 3250 cm-1, 3100 cm-1, 1600 cm-1 (W), 1550 cm-1, 1310 cm-1, 1190 cm-1, 1140 cm-1, 1120 cm-1, 1055 cm-1, 1005 cm-1, 930 cm-1, 880 cm-1, 843 cm-1 (S). The reactants are C[Si](C)(C)[N-][Si](C)(C)C.[Na+] (NaHMDS), IC (iodomethane), C(C)(=O)N1CC2=C(CC1)N(N=C2C=2C=C(C#N)C=CC2)[C@H]2[C@@H](CC1=C(C=C(C=C21)F)F)O (3-[5-acetyl-1-((1R,2R)-4,6-difluoro-2-hydroxy-indan-1-yl)-4,5,6,7-tetrahydro-1H-pyrazolo[4,3-c]pyridin-3-yl]-benzonitrile), C[Si](C)(C)[N-][Si](C)(C)C.[Na+] (NaHMDS), IC (iodomethane). The solvent is CN(C)C=O (DMF). Conditions: temperature 25 celsius, time 8 hour. The product is C(C)(=O)N1CC2=C(CC1)N(N=C2C=2C=C(C#N)C=CC2)[C@H]2[C@@H](CC1=C(C=C(C=C21)F)F)OC (3-[5-Acetyl-1-((1R,2R)-4,6-difluoro-2-methoxy-indan-1-yl)-4,5,6,7-tetrahydro-1H-pyrazolo[4,3-c]pyridin-3-yl]-benzonitrile). The yield is 22.1%. Reaction SMILES: [C:1]([N:4]1[CH2:9][CH2:8][C:7]2[N:10]([C@@H:21]3[C:29]4[C:24](=[C:25]([F:31])[CH:26]=[C:27]([F:30])[CH:28]=4)[CH2:23][C@H:22]3[OH:32])[N:11]=[C:12]([C:13]3[CH:14]=[C:15]([CH:18]=[CH:19][CH:20]=3)[C:16]#[N:17])[C:6]=2[CH2:5]1)(=[O:3])[CH3:2].[CH3:33][Si]([N-][Si](C)(C)C)(C)C.[Na+].IC>CN(C=O)C>[C:1]([N:4]1[CH2:9][CH2:8][C:7]2[N:10]([C@@H:21]3[C:29]4[C:24](=[C:25]([F:31])[CH:26]=[C:27]([F:30])[CH:28]=4)[CH2:23][C@H:22]3[O:32][CH3:33])[N:11]=[C:12]([C:13]3[CH:14]=[C:15]([CH:18]=[CH:19][CH:20]=3)[C:16]#[N:17])[C:6]=2[CH2:5]1)(=[O:3])[CH3:2] |f:1.2|. Procedure: According to Scheme 10: To a solution of 3-[5-acetyl-1-((1R,2R)-4,6-difluoro-2-hydroxy-indan-1-yl)-4,5,6,7-tetrahydro-1H-pyrazolo[4,3-c]pyridin-3-yl]-benzonitrile (11t) (0.10 g, 0.276 mmol) in dry DMF (1 ml) at −10° C. NaHMDS (50 mg) was added. After 5 min iodomethane (39 mg, 0.276 mmol) was added and the mixture was allowed to warm to 25° C. After 90 min the mixture was cooled to −10° C. and the same amount of both NaHMDS and iodomethane was added again. After stirring overnight the mixture was... The reactants are C(C1=CC=CC=C1)OC(=O)N[C@@H](CCC(=O)NCCOCC=1NC(=C(C(C1C(=O)OCC)C1=C(C=CC=C1)Cl)C(=O)OC)C)C(=O)O (2-[2-(-(S)-4-benzyloxycarbonylamino-4-carboxybutanamido)ethoxymethyl]-4-(2-chlorophenyl)-3-ethoxycarbonyl-5-methoxycarbonyl-6-methyl-1,4-dihydropyridine). The yield is 90.2%. The reagents and catalysts are [Pd] (palladium on carbon). Product: N[C@@H](CCC(=O)NCCOCC=1NC(=C(C(C1C(=O)OCC)C1=C(C=CC=C1)Cl)C(=O)OC)C)C(=O)O (2-[2-(-(S)-4-Amino-4-carboxybutanamido)ethoxymethyl]-4-(2-chlorophenyl)-3-ethoxycarbonyl-5-methoxycarbonyl-6-methyl-1,4-dihydropyridine). Run in C(C)O (ethanol). As a reaction SMILES: C(OC([NH:11][C@H:12]([C:45]([OH:47])=[O:46])[CH2:13][CH2:14][C:15]([NH:17][CH2:18][CH2:19][O:20][CH2:21][C:22]1[NH:23][C:24]([CH3:44])=[C:25]([C:40]([O:42][CH3:43])=[O:41])[CH:26]([C:33]2[CH:38]=[CH:37][CH:36]=[CH:35][C:34]=2[Cl:39])[C:27]=1[C:28]([O:30][CH2:31][CH3:32])=[O:29])=[O:16])=O)C1C=CC=CC=1>C(O)C.[Pd]>[NH2:11][C@H:12]([C:45]([OH:47])=[O:46])[CH2:13][CH2:14][C:15]([NH:17][CH2:18][CH2:19][O:20][CH2:21][C:22]1[NH:23][C:24]([CH3:44])=[C:25]([C:40]([O:42][CH3:43])=[O:41])[CH:26]([C:33]2[CH:38]=[CH:37][CH:36]=[CH:35][C:34]=2[Cl:39])[C:27]=1[C:28]([O:30][CH2:31][CH3:32])=[O:29])=[O:16]. Procedure details: A solution of 2-[2-(-(S)-4-benzyloxycarbonylamino-4-carboxybutanamido)ethoxymethyl]-4-(2-chlorophenyl)-3-ethoxycarbonyl-5-methoxycarbonyl-6-methyl-1,4-dihydropyridine (0.97 g) in 10% aqueous ethanol (22 ml) was stirred for 2 hours under an atmosphere of hydrogen [103.4 kPa (15 p.s.i.)] at room temperature in the presence of 5% palladium on carbon (97 mg). The mixture was filtered and evaporated to leave the title compound as an amorphous solid, (0.7 g). Reactants: CO (methanol), [H-].[Na+] (sodium hydride), C(C)(CC)N=NC(C)(CC(C)C)N=C=O (2-sec.-Butylazo-2-isocyanato-4-methylpentane). Run in O (water). Run at temperature 25 celsius. Product: C(C)(CC)N=NC(C)(CC(C)C)NC(=O)OC (2-sec.-Butylazo-2-(methoxycarbonylamino) 4-methylpentane). RXN SMILES: [CH3:1][OH:2].[H-].[Na+].[CH:5]([N:9]=[N:10][C:11]([N:17]=[C:18]=[O:19])([CH2:13][CH:14]([CH3:16])[CH3:15])[CH3:12])([CH2:7][CH3:8])[CH3:6]>O>[CH:5]([N:9]=[N:10][C:11]([NH:17][C:18]([O:2][CH3:1])=[O:19])([CH2:13][CH:14]([CH3:15])[CH3:16])[CH3:12])([CH2:7][CH3:8])[CH3:6] |f:1.2|. Procedure: To 25 ml of stirred methanol in a 125 ml erlenmeyer flask was slowly added 1.2 grams (0.028 moles) of 57% sodium hydride. The solution was cooled to 25° C in a cold water bath and 5.9 grams (.028 moles) of 2-sec.-butylazo-2-isocyanato-4-methylpentane (from Example XVII) was added dropwise over 5 minutes. The reaction was stirred an additional hour at room temperature, poured into 200 ml water, the product extracted with 100 ml pentane, washed with 100 ml saturated sodium bicarbonate solution, dr... Starting materials: [Li]CCCC, C1CCOC1, O=C1CCCN(Cc2ccccc2)CC1, CCOC(C)=O, CCCCCC, [Cl-], [NH4+], O. The product is CCOC(=O)CC1(O)CCCN(Cc2ccccc2)CC1. Reaction SMILES: [CH2:1]([Li:2])[CH2:3][CH2:4][CH3:5].[CH2:29]1[O:30][CH2:31][CH2:32][CH2:33]1.[CH2:6]([c:7]1[cH:8][cH:9][cH:10][cH:11][cH:12]1)[N:13]1[CH2:14][CH2:15][C:16](=[O:20])[CH2:17][CH2:18][CH2:19]1.[CH3:23][CH2:24][O:25][C:26](=[O:27])[CH3:28].[CH3:34][CH2:35][CH2:36][CH2:37][CH2:38][CH3:39].[Cl-:21].[NH4+:22].[OH2:40]>>[CH2:6]([c:7]1[cH:8][cH:9][cH:10][cH:11][cH:12]1)[N:13]1[CH2:14][CH2:15][C:16]([OH:20])([CH2:28][C:26]([O:25][CH2:24][CH3:23])=[O:27])[CH2:17][CH2:18][CH2:19]1. The reactants are S(O)(O)(=O)=O (sulfuric acid), OC(C)C=1C=CC2=C(C(C(=CO2)C#N)=O)C1 (6-(1-hydroxyethyl)-4-oxo-4H-1-benzopyran-3-carbonitrile), CC(=O)C (acetone). The reagents and catalysts are [O-2].[O-2].[O-2].[Cr+6] (chromium trioxide). The solvent is O (water). The product is C(C)(=O)C=1C=CC2=C(C(C(=CO2)C#N)=O)C1 (6-acetyl-4-oxo-4H-1-benzopyran-3-carbonitrile). RXN SMILES: [OH:1][CH:2]([C:4]1[CH:5]=[CH:6][C:7]2[O:12][CH:11]=[C:10]([C:13]#[N:14])[C:9](=[O:15])[C:8]=2[CH:16]=1)[CH3:3].CC(C)=O.S(=O)(=O)(O)O>[O-2].[O-2].[O-2].[Cr+6].O>[C:2]([C:4]1[CH:5]=[CH:6][C:7]2[O:12][CH:11]=[C:10]([C:13]#[N:14])[C:9](=[O:15])[C:8]=2[CH:16]=1)(=[O:1])[CH3:3] |f:3.4.5.6|. Procedure: To a solution of 0.645 part of 6-(1-hydroxyethyl)-4-oxo-4H-1-benzopyran-3-carbonitrile in 20 parts by volume of acetone under stirring at room temperature is added dropwise over a period of 1 hour 1.0 part by volume of a solution which is prepared from chromium trioxide, 97% sulfuric acid and water in a ratio of 6.0 parts: 3.6 parts by volume: 18 parts by volume. The dark-green resins precipitated in the flask bottom is separated from the reaction mixture by decantation, and the solution is conc... The reactants are C[Si](CCO)(C)C (2-Trimethylsilylethanol), N1=CC=CC=C1 (pyridine), C(C(=C)C)(=O)Cl (methacryloyl chloride). The reagents and catalysts are C1=CC=CC=2SC3=CC=CC=C3NC12 (phenothiazine). Run in ClCCl (dichloromethane), ClCCl (dichloromethane). Product: C[Si](CCOC(C(=C)C)=O)(C)C (2-Trimethylsilylethylmethacrylate). Yield: 44.7%. As a reaction SMILES: [CH3:1][Si:2]([CH3:7])([CH3:6])[CH2:3][CH2:4][OH:5].N1C=CC=CC=1.[C:14](Cl)(=[O:18])[C:15]([CH3:17])=[CH2:16]>ClCCl.C1C2NC3C(=CC=CC=3)SC=2C=CC=1>[CH3:1][Si:2]([CH3:7])([CH3:6])[CH2:3][CH2:4][O:5][C:14](=[O:18])[C:15]([CH3:17])=[CH2:16]. Procedure details: 2-Trimethylsilylethanol (Aldrich) (30 g, 0.25 mole) was placed in a round bottom flask equipped with a condenser, addition funnel, magnetic stirrer and a nitrogen inlet. 200 ml dichloromethane, pyridine (20.80 g, 0.26 mole) and 100 mg of phenothiazine were added to the flask. While stirring, methacryloyl chloride (27.18 g, 0.26 mole) in 100 ml dichloromethane was added dropwise at room temperature. A mildly exothermic reaction occurred. The mixture was stirred overnight at room temperature. Afte... Reactants: C1COCCOCCOCCOCCO1, CC#N, [Cl-], Cl[Cu], CC(C)(C)ON=O, COC(=O)c1ccc2sc(N)nc2c1C, [Na+], O. The product is COC(=O)c1ccc2sc(Cl)nc2c1C. RXN SMILES: [CH2:18]1[O:19][CH2:20][CH2:21][O:22][CH2:23][CH2:24][O:25][CH2:26][CH2:27][O:28][CH2:29][CH2:30][O:31][CH2:32]1.[CH3:40][C:41]#[N:42].[Cl-:17].[Cl:43][Cu:44].[N:33]([O:34][C:35]([CH3:36])([CH3:37])[CH3:38])=[O:39].[NH2:1][c:2]1[s:3][c:4]2[c:5]([n:6]1)[c:7]([CH3:15])[c:8]([C:11](=[O:12])[O:13][CH3:14])[cH:9][cH:10]2.[Na+:16].[OH2:45]>>[c:2]1([Cl:17])[s:3][c:4]2[c:5]([n:6]1)[c:7]([CH3:15])[c:8]([C:11](=[O:12])[O:13][CH3:14])[cH:9][cH:10]2.